This data is from the Open Reaction Database (ORD), a public repository of structured organic reaction records. The task is: describe an organic reaction: reactants, conditions, products, and yield Starting materials: BrC1=CC2=C(C=3N(CCO2)C=C(N3)C3=NC(=NN3C(C)C)C)C=C1 (9-Bromo-2-(1-isopropyl-3-methyl-1H-1,2,4-triazol-5-yl)-5,6-dihydrobenzo[f]imidazo[1,2-d][1,4]oxazepine), vinyltrifluoroborane potassium hydride, C1CCOC1 (THF), C([O-])([O-])=O.[Cs+].[Cs+] (Cesium Carbonate). Reagents/catalysts: C=1C=CC(=CC1)[P](C=2C=CC=CC2)(C=3C=CC=CC3)[Pd]([P](C=4C=CC=CC4)(C=5C=CC=CC5)C=6C=CC=CC6)([P](C=7C=CC=CC7)(C=8C=CC=CC8)C=9C=CC=CC9)[P](C=1C=CC=CC1)(C=1C=CC=CC1)C=1C=CC=CC1 (Tetrakis(triphenylphosphine)palladium(0)). Run in O (H2O), O (H2O), [Cl-].[Na+].O (brine). The product is C(C)(C)N1N=C(N=C1C=1N=C2N(CCOC3=C2C=CC(=C3)C=C)C1)C (2-(1-isopropyl-3-methyl-1H-1,2,4-triazol-5-yl)-9-vinyl-5,6-dihydrobenzo[f]imidazo[1,2-d][1,4]oxazepine). The yield is 89.0%. RXN SMILES: Br[C:2]1[CH:24]=[CH:23][C:5]2[C:6]3[N:7]([CH:11]=[C:12]([C:14]4[N:18]([CH:19]([CH3:21])[CH3:20])[N:17]=[C:16]([CH3:22])[N:15]=4)[N:13]=3)[CH2:8][CH2:9][O:10][C:4]=2[CH:3]=1.C(=O)([O-])[O-].[Cs+].[Cs+].[CH2:31]1COC[CH2:32]1>O.[Cl-].[Na+].O.C1C=CC([P]([Pd]([P](C2C=CC=CC=2)(C2C=CC=CC=2)C2C=CC=CC=2)([P](C2C=CC=CC=2)(C2C=CC=CC=2)C2C=CC=CC=2)[P](C2C=CC=CC=2)(C2C=CC=CC=2)C2C=CC=CC=2)(C2C=CC=CC=2)C2C=CC=CC=2)=CC=1>[CH:19]([N:18]1[C:14]([C:12]2[N:13]=[C:6]3[C:5]4[CH:23]=[CH:24][C:2]([CH:31]=[CH2:32])=[CH:3][C:4]=4[O:10][CH2:9][CH2:8][N:7]3[CH:11]=2)=[N:15][C:16]([CH3:22])=[N:17]1)([CH3:21])[CH3:20] |f:1.2.3,6.7.8,^1:43,45,64,83|. Reported procedure: 9-bromo-2-(1-isopropyl-3-methyl-1H-1,2,4-triazol-5-yl)-5,6-dihydrobenzo[f]imidazo[1,2-d][1,4]oxazepine 411 (0.5 g, 0.001 mol) and vinyltrifluoroborane/potassium hydride (0.34 g, 0.0026 mol) was dissolved in THF (5 mL) and 1 mL H2O (Tremblay-Morin et al (2006) Tetrahedron Letters 47(18):3043-3046). Cesium Carbonate (1.2 g, 0.0039 mol) was added and mixture was degassed with N2 for 10 minutes. Tetrakis(triphenylphosphine)palladium(0) (0.074 g, 0.064 mmol) was added. The reaction vessel was sealed ...